From a dataset of the Open Reaction Database (ORD), a public repository of structured organic reaction records. describe an organic reaction: reactants, conditions, products, and yield Starting materials: C(C)(C)(C)OC(NC(C(=O)N1C(CN(CC1)CCC1=CC2=CC=CC=C2C=C1)CCCNC(=NC(=O)OC(C)(C)C)NC(=O)OC(C)(C)C)CC1=C(C=C(C=C1)Cl)Cl)=O ([2-[2-[3-(N′,N″-Di-tert-butoxycarbonyl-guanidino)-propyl]-4-(2-naphthalen-2-yl-ethyl)-piperazin-1-yl]-1-(2,4-dichloro-benzyl)-2-oxo-ethyl]-carbamic acid tert-butyl ester), C(=O)(C(F)(F)F)O (TFA). Solvent: C(Cl)Cl (DCM). Product: C(C)(C)(C)OC(NC(C(=O)N1C(CN(CC1)CCC1=CC2=CC=CC=C2C=C1)CCCNC(=N)N)CC1=C(C=C(C=C1)Cl)Cl)=O ({1-(2,4-Dichloro-benzyl)-2-[2-(3-guanidino-propyl)-4-(2-naphthalen-2-yl-ethyl)-piperazin-1-yl]-2-oxo-ethyl}-carbamic acid tert-butyl ester). Yield: 30.5%. RXN SMILES: [C:1]([O:5][C:6](=[O:59])[NH:7][CH:8]([CH2:50][C:51]1[CH:56]=[CH:55][C:54]([Cl:57])=[CH:53][C:52]=1[Cl:58])[C:9]([N:11]1[CH2:16][CH2:15][N:14]([CH2:17][CH2:18][C:19]2[CH:28]=[CH:27][C:26]3[C:21](=[CH:22][CH:23]=[CH:24][CH:25]=3)[CH:20]=2)[CH2:13][CH:12]1[CH2:29][CH2:30][CH2:31][NH:32][C:33]([NH:42]C(OC(C)(C)C)=O)=[N:34]C(OC(C)(C)C)=O)=[O:10])([CH3:4])([CH3:3])[CH3:2].C(O)(C(F)(F)F)=O>C(Cl)Cl>[C:1]([O:5][C:6](=[O:59])[NH:7][CH:8]([CH2:50][C:51]1[CH:56]=[CH:55][C:54]([Cl:57])=[CH:53][C:52]=1[Cl:58])[C:9]([N:11]1[CH2:16][CH2:15][N:14]([CH2:17][CH2:18][C:19]2[CH:28]=[CH:27][C:26]3[C:21](=[CH:22][CH:23]=[CH:24][CH:25]=3)[CH:20]=2)[CH2:13][CH:12]1[CH2:29][CH2:30][CH2:31][NH:32][C:33]([NH2:42])=[NH:34])=[O:10])([CH3:4])([CH3:2])[CH3:3]. Procedure: Alternatively, 20 mg (0.033 mmol) of the crude product 6-8 was reacted with 1,3-bis(tert-butoxycarbonyl)-2-methyl-2-thiopseudourea (10 mg, 1.1 equivalents) and silver nitrate (6 mg, 1.1 eq) and NMM (2.2 equivalents) in 5 mL of acetonitrile at room temperature for 24 hours, followed by evaporation to remove the solvent and column chromatography purification to produce 4.5 mg of the product [2-[2-[3-(N′,N″-Di-tert-butoxycarbonyl-guanidino)-propyl]-4-(2-naphthalen-2-yl-ethyl)-piperazin-1-yl]-1-(2,4... Procedure details: To a stirred mixture of commercially available cyanoacetic acid (1 eq, 0.170 g, 2.0 mmole) in dichloromethane was added oxalylchloride (0.253 g, 2.0 mmole, 0.169 mL) and 2 drops dimethylformamide. The reaction was stirred for 2 hours at RT until homogenous solution developed. 2-(4-Fluoro-benzylamino)-benzoic acid ethyl ester (1 eq, 0.500 g, 1.82 mmole) was added and the resulting solution, was allowed to stir at RT overnight. Reaction mixture was diluted with saturated sodium bicarbonate water (... Run at time 2 hour. RXN SMILES: [C:1]([CH2:3][C:4](O)=[O:5])#[N:2].C(Cl)(=O)C(Cl)=O.[CH2:13]([O:15][C:16](=[O:32])[C:17]1[CH:22]=[CH:21][CH:20]=[CH:19][C:18]=1[NH:23][CH2:24][C:25]1[CH:30]=[CH:29][C:28]([F:31])=[CH:27][CH:26]=1)[CH3:14]>ClCCl.CN(C)C=O.O.C(=O)(O)[O-].[Na+]>[CH2:13]([O:15][C:16](=[O:32])[C:17]1[CH:22]=[CH:21][CH:20]=[CH:19][C:18]=1[N:23]([C:4](=[O:5])[CH2:3][C:1]#[N:2])[CH2:24][C:25]1[CH:30]=[CH:29][C:28]([F:31])=[CH:27][CH:26]=1)[CH3:14] |f:5.6.7|. The reagents and catalysts are CN(C=O)C (dimethylformamide). Yields the product C(C)OC(C1=C(C=CC=C1)N(CC1=CC=C(C=C1)F)C(CC#N)=O)=O (2-[(2-Cyano-acetyl)-(4-fluoro-benzyl)-amino]-benzoic acid ethyl ester). The solvent is ClCCl (dichloromethane), O.C([O-])(O)=O.[Na+] (sodium bicarbonate water). The reactants are C(C)OC(C1=C(C=CC=C1)NCC1=CC=C(C=C1)F)=O (2-(4-Fluoro-benzylamino)-benzoic acid ethyl ester), C(C(=O)Cl)(=O)Cl (oxalylchloride), C(#N)CC(=O)O (cyanoacetic acid). Starting materials: B, COc1cc2nccc(Oc3cc(C)c(NC(=O)CCOc4ccccc4Cl)cc3C)c2cc1OC, Cl, [Na+], C1CCOC1, C1CCOC1, [OH-]. The product is COc1cc2nccc(Oc3cc(C)c(NCCCOc4ccccc4Cl)cc3C)c2cc1OC. Reaction SMILES: [BH3:42].[CH3:1][O:2][c:3]1[cH:4][c:5]2[c:6]([O:15][c:16]3[cH:17][c:18]([CH3:36])[c:19]([NH:23][C:24]([CH2:25][CH2:26][O:27][c:28]4[c:29]([Cl:34])[cH:30][cH:31][cH:32][cH:33]4)=[O:35])[cH:20][c:21]3[CH3:22])[cH:7][cH:8][n:9][c:10]2[cH:11][c:12]1[O:13][CH3:14].[ClH:43].[Na+:45].[O:37]1[CH2:38][CH2:39][CH2:40][CH2:41]1.[O:46]1[CH2:47][CH2:48][CH2:49][CH2:50]1.[OH-:44]>>[CH3:1][O:2][c:3]1[cH:4][c:5]2[c:6]([O:15][c:16]3[cH:17][c:18]([CH3:36])[c:19]([NH:23][CH2:24][CH2:25][CH2:26][O:27][c:28]4[c:29]([Cl:34])[cH:30][cH:31][cH:32][cH:33]4)[cH:20][c:21]3[CH3:22])[cH:7][cH:8][n:9][c:10]2[cH:11][c:12]1[O:13][CH3:14]. Reactants: CONC (N-methoxy-N-methylamine), 33.6, N(=C=O)C1=CC(=C(OC=2C=CC3=C(C=NS3)C2)C=C1)C(F)(F)F (5-(4'-isocyanato-2'-trifluoromethylphenoxy)-benzisothiazole), C(C)OCC (diethyl ether), C(C)OCC (diethyl ether). Reaction conditions: time 12 hour. Product: CON(C(=O)NC)C1=CC(=C(OC=2C=CC3=C(C=NS3)C2)C=C1)C(F)(F)F (5-[4'-(N-methoxy-N-methylaminocarbonylamino)-2'-trifluoromethylphenoxy]-benzisothiazole). Yield: 83.0%. As a reaction SMILES: CO[NH:3][CH3:4].[N:5]([C:8]1[CH:23]=[CH:22][C:11]([O:12][C:13]2[CH:14]=[CH:15][C:16]3[S:20][N:19]=[CH:18][C:17]=3[CH:21]=2)=[C:10]([C:24]([F:27])([F:26])[F:25])[CH:9]=1)=[C:6]=[O:7].C([O:30][CH2:31]C)C>>[CH3:31][O:30][N:5]([C:8]1[CH:23]=[CH:22][C:11]([O:12][C:13]2[CH:14]=[CH:15][C:16]3[S:20][N:19]=[CH:18][C:17]=3[CH:21]=2)=[C:10]([C:24]([F:27])([F:26])[F:25])[CH:9]=1)[C:6]([NH:3][CH3:4])=[O:7]. Reported procedure: A solution of 6.1 parts of N-methoxy-N-methylamine in 100 parts of diethyl ether was added to a solution of 33.6 parts of 5-(4'-isocyanato-2'-trifluoromethylphenoxy)-benzisothiazole in 300 parts of diethyl ether at from 20 to 30° C., the reaction mixture was stirred for 12 hours at this temperature and the resulting precipitate was then isolated. 33 parts (83% of theory) of 5-[4'-(N-methoxy-N-methylaminocarbonylamino)-2'-trifluoromethylphenoxy]-benzisothiazole of melting point 197° C. were obtai... Starting materials: CCN(CC)CC#CCOC(=O)C(C=1C=CC=CC1)(C2CCCCC2)O.Cl (oxybutynin chloride), CCN(CC)CC#CCOC(=O)C(C=1C=CC=CC1)(C2CCCCC2)O.Cl (oxybutynin chloride), CCN(CC)CC#CCOC(=O)C(C=1C=CC=CC1)(C2CCCCC2)O.Cl (oxybutynin chloride), [OH-].[Na+] (sodium hydroxide). Run in OCC(O)CO (glycerin). Conditions: temperature 25 celsius, time 2.25 hour. The product is CCN(CC)CC#CCOC(=O)C(C=1C=CC=CC1)(C2CCCCC2)O (Oxybutynin). As a reaction SMILES: [CH3:1][CH2:2][N:3]([CH2:6][C:7]#[C:8][CH2:9][O:10][C:11]([C:13]([OH:26])([CH:20]1[CH2:25][CH2:24][CH2:23][CH2:22][CH2:21]1)[C:14]1[CH:15]=[CH:16][CH:17]=[CH:18][CH:19]=1)=[O:12])[CH2:4][CH3:5].Cl.[OH-].[Na+]>OCC(CO)O>[CH3:1][CH2:2][N:3]([CH2:6][C:7]#[C:8][CH2:9][O:10][C:11]([C:13]([OH:26])([CH:20]1[CH2:21][CH2:22][CH2:23][CH2:24][CH2:25]1)[C:14]1[CH:15]=[CH:16][CH:17]=[CH:18][CH:19]=1)=[O:12])[CH2:4][CH3:5] |f:0.1,2.3|. Reported procedure: The above composition was prepared by mixing the alcohol, oxybutynin chloride and glycerin in a jacketed mixer for about 5 minutes. The KLUCEL® HF was slowly added while continuing to mix. The water and sodium hydroxide solution are added to obtain a pH of about 6. After all ingredients were added, the mixing continued for 1.5 to 3 hours. The temperature of the mixer was maintained between 15-35° C. Yields the product COC=1SC(=CC1)SC[N+](=O)[O-] (2-methoxy-5-(nitromethylthio)thiophene). Starting materials: C(C)(C)[N-]C(C)C.[Li+] (lithium diisopropylamide), [N+](=O)([O-])C(C(=O)O)SC1=CC=C(S1)OC (2-nitro-2-(2-methoxythien-5-ylthio)acetic acid), [N+](=O)(OCCC(C)C)[O-] (Isoamyl nitrate), Cl (hydrochloric acid). Solvent: O (water). Conditions: temperature -40 celsius, time 2 hour. RXN SMILES: C([N-]C(C)C)(C)C.[Li+].[N+]([O-])(OCCC(C)C)=O.Cl.[N+:19]([CH:22]([S:26][C:27]1[S:31][C:30]([O:32][CH3:33])=[CH:29][CH:28]=1)C(O)=O)([O-:21])=[O:20]>O>[CH3:33][O:32][C:30]1[S:31][C:27]([S:26][CH2:22][N+:19]([O-:21])=[O:20])=[CH:28][CH:29]=1 |f:0.1|. Procedure details: A hexane/THF solution of lithium diisopropylamide was obtained by adding butyllithium (1.55 M hexane solution, 86.45 ml) to a stirred solution of diisopropylamine (101 g) in THF (100 ml) at -70° C. under an argon atmosphere. After 1 hour at -70° C., a solution of 2-(2-methoxythien-5-ylthio)acetic acid (obtained as described in West German OLS no. 1512272; 10.91 g) was added to the diisopropylamide solution during 20 minutes at -70° C. After 2 hours at this temperature, it was allowed to warm up ... The reactants are OC12CCCCCCCCCC2C(CC(C1)C)=O ((1RS,11RS,14RS)-1-hydroxy-14-methyl-bicyclo[9.4.0]-pentadecan-12-one), C(=C)OCC (ethyl vinyl ether). The reagents and catalysts are FC(C(=O)O)(F)F (trifluoroacetic acid). The solvent is C1CCOC1 (THF). Product: C(C)OC(C)OC12CCCCCCCCCC2C(CC(C1)C)=O ((1RS,11RS,14RS)-1-ethoxyethoxy-14-methylbicyclo[9.4.0]-pentadecan-12-one). The yield is 81.9%. As a reaction SMILES: [OH:1][C:2]12[CH2:16][CH:15]([CH3:17])[CH2:14][C:13](=[O:18])[CH:12]1[CH2:11][CH2:10][CH2:9][CH2:8][CH2:7][CH2:6][CH2:5][CH2:4][CH2:3]2.[CH:19]([O:21][CH2:22][CH3:23])=[CH2:20]>C1COCC1.FC(F)(F)C(O)=O>[CH2:19]([O:21][CH:22]([O:1][C:2]12[CH2:16][CH:15]([CH3:17])[CH2:14][C:13](=[O:18])[CH:12]1[CH2:11][CH2:10][CH2:9][CH2:8][CH2:7][CH2:6][CH2:5][CH2:4][CH2:3]2)[CH3:23])[CH3:20]. Procedure: A mixture of 2 g (7.9 mmol) of (16) and 0.84 ml (8.7 mmol) ethyl vinyl ether in 2 ml THF was stirred at room temperature in the presence of 20 μl (0.32 mmol) trifluoroacetic acid for 2 days. After a short column filtration (SiO2) using diethyl ether as eluent and evaporation of the solvent 2.6 g of the crude product (18) was obtained. Flash chromatography, using SiO2 and cyclohexanelEtOAc=95:5 as eluent, afforded 2.10 g (82%) of (18) as a ˜1:1 mixture of diastereomers. The reactants are CC(=O)NC1C(OCCOCCOCCOCC(=O)OCc2ccccc2)OC(COC(C)=O)C(OC(C)=O)C1OC(C)=O, CCOC(C)=O. The product is CC(=O)NC1C(OCCOCCOCCOCC(=O)O)OC(COC(C)=O)C(OC(C)=O)C1OC(C)=O. RXN SMILES: [CH2:1]([c:2]1[cH:3][cH:4][cH:5][cH:6][cH:7]1)[O:8][C:9]([CH2:10][O:11][CH2:12][CH2:13][O:14][CH2:15][CH2:16][O:17][CH2:18][CH2:19][O:20][CH:21]1[O:22][CH:23]([CH2:39][O:40][C:41]([CH3:42])=[O:43])[CH:24]([O:35][C:36]([CH3:37])=[O:38])[CH:25]([O:31][C:32]([CH3:33])=[O:34])[CH:26]1[NH:27][C:28]([CH3:29])=[O:30])=[O:44].[CH3:45][CH2:46][O:47][C:48](=[O:49])[CH3:50]>>[O:8]=[C:9]([CH2:10][O:11][CH2:12][CH2:13][O:14][CH2:15][CH2:16][O:17][CH2:18][CH2:19][O:20][CH:21]1[O:22][CH:23]([CH2:39][O:40][C:41]([CH3:42])=[O:43])[CH:24]([O:35][C:36]([CH3:37])=[O:38])[CH:25]([O:31][C:32]([CH3:33])=[O:34])[CH:26]1[NH:27][C:28]([CH3:29])=[O:30])[OH:44]. Yields the product COc1cc(N2CCC3(CC2)OCCO3)c(C)cc1[N+](=O)[O-]. Reaction SMILES: [F:1][c:2]1[c:3]([CH3:13])[cH:4][c:5]([N+:10](=[O:11])[O-:12])[c:6]([O:8][CH3:9])[cH:7]1.[O:14]1[CH2:15][CH2:16][O:17][C:18]12[CH2:19][CH2:20][NH:21][CH2:22][CH2:23]2>>[c:2]1([N:21]2[CH2:20][CH2:19][C:18]3([O:14][CH2:15][CH2:16][O:17]3)[CH2:23][CH2:22]2)[c:3]([CH3:13])[cH:4][c:5]([N+:10](=[O:11])[O-:12])[c:6]([O:8][CH3:9])[cH:7]1. The reactants are COc1cc(F)c(C)cc1[N+](=O)[O-], C1CC2(CCN1)OCCO2.